Dataset: the Open Reaction Database (ORD), a public repository of structured organic reaction records. Task: describe an organic reaction: reactants, conditions, products, and yield The reactants are ClC=1N=NC(=CC1)SC (3-chloro-6-methylthiopyridazine), C(C)(=O)[O-].[Na+] (sodium acetate). The solvent is C(C)(=O)O (acetic acid). Yields the product OC=1N=NC(=CC1)SC (3-hydroxy-6-methylthiopyridazine). Yield: 65.4%. As a reaction SMILES: Cl[C:2]1[N:3]=[N:4][C:5]([S:8][CH3:9])=[CH:6][CH:7]=1.C([O-])(=[O:12])C.[Na+]>C(O)(=O)C>[OH:12][C:2]1[N:3]=[N:4][C:5]([S:8][CH3:9])=[CH:6][CH:7]=1 |f:1.2|. Procedure: A solution of 96 g (0.6 mol) of 3-chloro-6-methylthiopyridazine and 98.4 g (1.2 mols) of sodium acetate in 500 ml of glacial acetic acid was boiled for 2 hours under reflux. The solvent was then distilled off in vacuo, the residue was triturated with water and the reaction product was filtered off. In this way, 55.8 g (65% of theory) of 3-hydroxy-6-methylthiopyridazine were obtained in the form of a beige powder of melting point 119° C.